Task: describe an organic reaction: reactants, conditions, products, and yield. Dataset: the Open Reaction Database (ORD), a public repository of structured organic reaction records Starting materials: CC(=O)[O-].[Na+] (NaOAc), Cl.NO (hydroxylamine hydrochloride), OC1=C(C=CC=C1C)C(C)=O (1-(2-hydroxy-3-methylphenyl)ethanone). The solvent is [Cl-].[Na+].O (brine), CO (MeOH). Reaction conditions: temperature 60 celsius, time 2 hour. Yields the product OC1=C(C=CC=C1C)/C(/C)=N/O ((E)-1-(2-hydroxy-3-methylphenyl)ethanone oxime). The yield is 89.4%. RXN SMILES: [OH:1][C:2]1[C:7]([CH3:8])=[CH:6][CH:5]=[CH:4][C:3]=1[C:9](=O)[CH3:10].CC([O-])=O.[Na+].Cl.[NH2:18][OH:19]>CO.[Cl-].[Na+].O>[OH:1][C:2]1[C:7]([CH3:8])=[CH:6][CH:5]=[CH:4][C:3]=1/[C:9](=[N:18]/[OH:19])/[CH3:10] |f:1.2,3.4,6.7.8|. Reported procedure: 1-(2-hydroxy-3-methylphenyl)ethanone (Step 46.1) (900 mg, 5.87 mmol) was dissolved in MeOH (15 mL) and NaOAc (771 mg, 9.40 mmol) and hydroxylamine hydrochloride (612 mg, 8.81 mmol) were successively added. The resulting mixture was heated up and stirred at 60° C. for 2 hr. The reaction mixture was poured into brine and extracted with EtOAc. The combined organic layers were washed with brine, dried over MgSO4, filtered and concentrated under reduced pressure to afford the title product (964 mg, 5... Starting materials: [H]C(/C=C/C1=CC=CC=C1)=O, FC(C(SCC)=O)C(O)=O. Reagents/catalysts: CN(C)c1ccncc1, 4Å Molecular Sieve, C1CNCC1. The solvent is C1COCC1. Conditions: temperature 50 celsius, time 24 hour. Yields the product F/C(C(SCC)=O)=C\C=C\C1=CC=CC=C1. Isolated yield 22.0%. Reactants: Cl (hydrochloric acid), FC1=C(C=C(C(=C1)Cl)O)NC(OC)=O (Methyl N-(2-fluoro-4-chloro-5-hydroxyphenyl)carbamate), 10L, C1(CCCC1)OS(=O)(=O)C1=CC=C(C=C1)C (cyclopentyl-p-toluenesulfonate), C([O-])([O-])=O.[K+].[K+] (potassium carbonate). The reagents and catalysts are [I-].[K+] (potassium iodide). Solvent: CC(=O)C (acetone). Yields the product FC1=C(C=C(C(=C1)Cl)OC1CCCC1)NC(OC)=O (methyl N-(2-fluoro-4-chloro-5-cyclopentyloxyphenyl)carbamate). The yield is 93.0%. RXN SMILES: [F:1][C:2]1[CH:7]=[C:6]([Cl:8])[C:5]([OH:9])=[CH:4][C:3]=1[NH:10][C:11](=[O:14])[O:12][CH3:13].[CH:15]1(OS(C2C=CC(C)=CC=2)(=O)=O)[CH2:19][CH2:18][CH2:17][CH2:16]1.C(=O)([O-])[O-].[K+].[K+].Cl>CC(C)=O.[I-].[K+]>[F:1][C:2]1[CH:7]=[C:6]([Cl:8])[C:5]([O:9][CH:15]2[CH2:19][CH2:18][CH2:17][CH2:16]2)=[CH:4][C:3]=1[NH:10][C:11](=[O:14])[O:12][CH3:13] |f:2.3.4,7.8|. Reported procedure: Methyl N-(2-fluoro-4-chloro-5-hydroxyphenyl)carbamate (1.64 Kg, 7.47 mol), cyclopentyl-p-toluenesulfonate (1.80 Kg, 7.48 mol), potassium carbonate (1.03 Kg, 7.46 mol) and potassium iodide (12.3 g, 1.0 mol %) were placed in a 10L three-necked flask equipped with a stirrer and a Dimroth funnel, and, after adding acetone (7.5 liters) as a solvent thereto, the mixture was refluxed under heating for4 hours. After completion of the reaction, the reaction solution was taken out, and 0.5N hydrochloric a... Starting materials: C1(CCCC1)N(C(NC=1SC(=CN1)SCC(=O)O)=O)[C@@H]1CC[C@H](CC1)CC ({2-[3-cyclopentyl-3-(trans-4-ethyl-cyclohexyl)-ureido]-thiazol-5-ylsulfanyl}-acetic acid), C1(CCCCC1)N[C@@H]1CC[C@H](CC1)CC (cyclohexyl-(trans-4-ethyl-cyclohexyl)-amine), C(C)OC(CSC1=CN=C(S1)N)=O ((2-amino-thiazol-5-ylsulfanyl)-acetic acid ethyl ester). Yields the product C1(CCCCC1)N(C(NC=1SC(=CN1)SCC(=O)O)=O)[C@@H]1CC[C@H](CC1)CC ({2-[3-Cyclohexyl-3-(trans-4-ethyl-cyclohexyl)-ureido]-thiazol-5-ylsulfanyl}-acetic acid). RXN SMILES: [CH:1]1([N:6]([C@H:20]2[CH2:25][CH2:24][C@H:23]([CH2:26][CH3:27])[CH2:22][CH2:21]2)[C:7](=[O:19])[NH:8][C:9]2[S:10][C:11]([S:14][CH2:15][C:16]([OH:18])=[O:17])=[CH:12][N:13]=2)[CH2:5][CH2:4][CH2:3][CH2:2]1.[CH:28]1(N[C@H]2CC[C@H](CC)CC2)CCCCC1.C(OC(=O)CSC1SC(N)=NC=1)C>>[CH:1]1([N:6]([C@H:20]2[CH2:21][CH2:22][C@H:23]([CH2:26][CH3:27])[CH2:24][CH2:25]2)[C:7](=[O:19])[NH:8][C:9]2[S:10][C:11]([S:14][CH2:15][C:16]([OH:18])=[O:17])=[CH:12][N:13]=2)[CH2:2][CH2:3][CH2:4][CH2:28][CH2:5]1. Reported procedure: Prepared in a similar manner to {2-[3-cyclopentyl-3-(trans-4-ethyl-cyclohexyl)-ureido]-thiazol-5-ylsulfanyl}-acetic acid via cyclohexyl-(trans-4-ethyl-cyclohexyl)-amine and (2-amino-thiazol-5-ylsulfanyl)-acetic acid ethyl ester to give the title compound. Reactants: Cc1ccc(S(=O)(=O)Cl)cc1, CCC(O)CC(=O)Nc1ccc(C(F)(F)F)cc1, O, c1ccncc1. The product is CCC(CC(=O)Nc1ccc(C(F)(F)F)cc1)OS(=O)(=O)c1ccc(C)cc1. RXN SMILES: [CH3:25][c:26]1[cH:27][cH:28][c:29]([S:32](=[O:33])(=[O:34])[Cl:35])[cH:30][cH:31]1.[F:1][C:2]([c:3]1[cH:4][cH:5][c:6]([NH:9][C:10]([CH2:11][CH:12]([CH2:13][CH3:14])[OH:15])=[O:16])[cH:7][cH:8]1)([F:17])[F:18].[OH2:36].[cH:19]1[cH:20][cH:21][n:22][cH:23][cH:24]1>>[F:1][C:2]([c:3]1[cH:4][cH:5][c:6]([NH:9][C:10]([CH2:11][CH:12]([CH2:13][CH3:14])[O:15][S:32]([c:29]2[cH:28][cH:27][c:26]([CH3:25])[cH:31][cH:30]2)(=[O:33])=[O:34])=[O:16])[cH:7][cH:8]1)([F:17])[F:18].